This data is from the Open Reaction Database (ORD), a public repository of structured organic reaction records. The task is: describe an organic reaction: reactants, conditions, products, and yield Reactants: FC=1C(=C(C=CC1)Br)C(F)(F)F (3-Fluoro-2-(trifluoromethyl)bromobenzene), C(=O)([O-])[O-].[Na+].[Na+] (Na2CO3), Cl.Cl.C1(=CC=CC=C1)C1=CC=C(O1)C=C1C(=NCCC1)C=1C=NC=CC1 (3-(3-((5-phenylfuran-2-yl)methylene)-3,4,5,6-tetrahydropyridin-2-yl)pyridine dihydrochloride), Cl (HCl). Reagents/catalysts: C=1C=CC(=CC1)[P](C=2C=CC=CC2)(C=3C=CC=CC3)[Pd]([P](C=4C=CC=CC4)(C=5C=CC=CC5)C=6C=CC=CC6)([P](C=7C=CC=CC7)(C=8C=CC=CC8)C=9C=CC=CC9)[P](C=1C=CC=CC1)(C=1C=CC=CC1)C=1C=CC=CC1 (Pd(PPh3)4). Run in O1CCOCC1 (1,4-dioxane), C1(=CC=CC=C1)C (toluene). Reaction conditions: temperature 110 celsius, time 8 hour. The product is Cl.Cl.FC=1C(=C(C=CC1)C1=CC=C(O1)C=C1C(=NCCC1)C=1C=NC=CC1)C(F)(F)F (3-(3-((5-(3-fluoro-2-(trifluoromethyl)phenyl)furan-2-yl)methylene)-3,4,5,6-tetrahydropyridin-2-yl)pyridine dihydrochloride). Yield: 18.3%. Reaction SMILES: [ClH:1].Cl.C1([C:9]2[O:13][C:12]([CH:14]=[C:15]3[CH2:20][CH2:19][CH2:18][N:17]=[C:16]3[C:21]3[CH:22]=[N:23][CH:24]=[CH:25][CH:26]=3)=[CH:11][CH:10]=2)C=CC=CC=1.[F:27][C:28]1[C:29]([C:35]([F:38])([F:37])[F:36])=[C:30](Br)[CH:31]=[CH:32][CH:33]=1.C([O-])([O-])=O.[Na+].[Na+].Cl>C1C=CC([P]([Pd]([P](C2C=CC=CC=2)(C2C=CC=CC=2)C2C=CC=CC=2)([P](C2C=CC=CC=2)(C2C=CC=CC=2)C2C=CC=CC=2)[P](C2C=CC=CC=2)(C2C=CC=CC=2)C2C=CC=CC=2)(C2C=CC=CC=2)C2C=CC=CC=2)=CC=1.O1CCOCC1.C1(C)C=CC=CC=1>[ClH:1].[ClH:1].[F:27][C:28]1[C:29]([C:35]([F:38])([F:37])[F:36])=[C:30]([C:9]2[O:13][C:12]([CH:14]=[C:15]3[CH2:20][CH2:19][CH2:18][N:17]=[C:16]3[C:21]3[CH:22]=[N:23][CH:24]=[CH:25][CH:26]=3)=[CH:11][CH:10]=2)[CH:31]=[CH:32][CH:33]=1 |f:0.1.2,4.5.6,11.12.13,^1:49,51,70,89|. Procedure: Intermediate 5 (190 mg, 0.67 mmol) (prepared as described in Example 35) was dissolved into a 1:1 mixture of toluene (20 mL) and 1,4-dioxane (10 mL) in a reaction vessel. 3-Fluoro-2-(trifluoromethyl)bromobenzene (326 mg, 1.34 mmol), Pd(PPh3)4 (81 mg, 0.07 mmol), and 2 M Na2CO3(aq) (670 μL, 1.34 mmol) were added and the reaction vessel flushed with N2 and sealed. The reaction mixture was heated to 110° C. with stirring overnight. The reaction was then cooled to room temperature, filtered through ...